From a dataset of the Open Reaction Database (ORD), a public repository of structured organic reaction records. describe an organic reaction: reactants, conditions, products, and yield Starting materials: F[B-](F)(F)F, CC(=O)NN, CCc1cc(C(=O)O)c(C)nc1OC, CCN(C(C)C)C(C)C, ClCCl, CN(C)C(On1ccccc1=O)=[N+](C)C, O, O, Oc1cccc2[nH]nnc12. Yields the product CCc1cc(C(=O)NNC(C)=O)c(C)nc1OC. As a reaction SMILES: [B-:15]([F:16])([F:17])([F:18])[F:19].[C:46]([CH3:47])(=[O:48])[NH:49][NH2:50].[CH2:1]([CH3:2])[c:3]1[c:4]([O:13][CH3:14])[n:5][c:6]([CH3:12])[c:7]([C:8](=[O:9])[OH:10])[cH:11]1.[CH2:51]([N:52]([CH:53]([CH3:54])[CH3:55])[CH:56]([CH3:57])[CH3:58])[CH3:59].[Cl:60][CH2:61][Cl:62].[O:20]=[c:21]1[cH:22][cH:23][cH:24][cH:25][n:26]1[O:27][C:28]([N:29]([CH3:30])[CH3:31])=[N+:32]([CH3:33])[CH3:34].[OH2:35].[OH2:63].[OH:36][c:37]1[c:38]2[n:39][n:40][nH:41][c:42]2[cH:43][cH:44][cH:45]1>>[CH2:1]([CH3:2])[c:3]1[c:4]([O:13][CH3:14])[n:5][c:6]([CH3:12])[c:7]([C:8](=[O:10])[NH:50][NH:49][C:46]([CH3:47])=[O:48])[cH:11]1. Procedure: To a stirred solution of the above benzamide intermediate (9.4 g, 40 mmol) in DMF (15 mL) was added cyanuric chloride (7.24 g, 40 mL) at 0° C. The reaction was stirred at 0° C. for 3 h. Water was added slowly to the reaction and it was extracted with CH2Cl2 (3×100 mL). The solvent was washed with brine and dried over Na2SO4. The solvent was removed to give 4-bromo-2,6-difluorobenzonitrile (7.57 g, 86.9%). Reactants: BrC1=CC(=C(C(=O)N)C(=C1)F)F (4-bromo-2,6-difluorobenzamide), N1=C(Cl)N=C(Cl)N=C1Cl (cyanuric chloride), O (Water). As a reaction SMILES: [Br:1][C:2]1[CH:10]=[C:9]([F:11])[C:5]([C:6]([NH2:8])=O)=[C:4]([F:12])[CH:3]=1.N1C(Cl)=NC(Cl)=NC=1Cl.O>CN(C=O)C>[Br:1][C:2]1[CH:3]=[C:4]([F:12])[C:5]([C:6]#[N:8])=[C:9]([F:11])[CH:10]=1. The yield is 86.8%. Solvent: CN(C)C=O (DMF). Yields the product BrC1=CC(=C(C#N)C(=C1)F)F (4-bromo-2,6-difluorobenzonitrile). Conditions: temperature 0 celsius, time 3 hour. RXN SMILES: [CH2:27]1[O:28][CH2:29][CH2:30][CH2:31]1.[CH3:32][OH:33].[Cl:1][c:2]1[cH:3][cH:4][c:5]([CH3:24])[c:6]([NH:8][c:9]2[o:10][c:11]3[c:12]([n:13]2)[cH:14][cH:15][c:16]([CH2:19][C:20](=[O:21])[O:22][CH3:23])[c:17]3[F:18])[cH:7]1.[Na+:26].[OH-:25]>>[Cl:1][c:2]1[cH:3][cH:4][c:5]([CH3:24])[c:6]([NH:8][c:9]2[o:10][c:11]3[c:12]([n:13]2)[cH:14][cH:15][c:16]([CH2:19][C:20](=[O:21])[OH:22])[c:17]3[F:18])[cH:7]1. Yields the product Cc1ccc(Cl)cc1Nc1nc2ccc(CC(=O)O)c(F)c2o1. The reactants are C1CCOC1, CO, COC(=O)Cc1ccc2nc(Nc3cc(Cl)ccc3C)oc2c1F, [Na+], [OH-]. Reactants: CCN=C=NCCCN(C)C (EDCI), C(=O)(OC(C)(C)C)NCC(=O)O (N-Boc-glycine), ClC1=CC=C(C=C1)C(N1CC(C1)=CS(=O)(=O)CC=1C=C(C=CC1)N1CCNCC1)C1=CC=C(C=C1)Cl (1-[3-({1-[bis-(4-chlorophenyl)methyl]azetidin-3-ylidene}methanesulfonylmethyl)phenyl]piperazine). Run in ClCCl (dichloromethane). Reaction conditions: time 20 hour. The product is C(C)(C)(C)OC(NCC(=O)N1CCN(CC1)C1=CC(=CC=C1)CS(=O)(=O)C=C1CN(C1)C(C1=CC=C(C=C1)Cl)C1=CC=C(C=C1)Cl)=O ((2-{4-[3-({1-[bis-(4-chlorophenyl)methyl]azetidin-3-ylidene}methanesulfonylmethyl)phenyl]piperazin-1-yl}-2-oxoethyl)carbamic acid tert-butyl ester). Isolated yield 102.2%. RXN SMILES: CCN=C=NCCCN(C)C.[C:12]([NH:19][CH2:20][C:21]([OH:23])=O)([O:14][C:15]([CH3:18])([CH3:17])[CH3:16])=[O:13].[Cl:24][C:25]1[CH:30]=[CH:29][C:28]([CH:31]([C:53]2[CH:58]=[CH:57][C:56]([Cl:59])=[CH:55][CH:54]=2)[N:32]2[CH2:35][C:34](=[CH:36][S:37]([CH2:40][C:41]3[CH:42]=[C:43]([N:47]4[CH2:52][CH2:51][NH:50][CH2:49][CH2:48]4)[CH:44]=[CH:45][CH:46]=3)(=[O:39])=[O:38])[CH2:33]2)=[CH:27][CH:26]=1>ClCCl>[C:15]([O:14][C:12](=[O:13])[NH:19][CH2:20][C:21]([N:50]1[CH2:51][CH2:52][N:47]([C:43]2[CH:44]=[CH:45][CH:46]=[C:41]([CH2:40][S:37]([CH:36]=[C:34]3[CH2:33][N:32]([CH:31]([C:28]4[CH:27]=[CH:26][C:25]([Cl:24])=[CH:30][CH:29]=4)[C:53]4[CH:58]=[CH:57][C:56]([Cl:59])=[CH:55][CH:54]=4)[CH2:35]3)(=[O:38])=[O:39])[CH:42]=2)[CH2:48][CH2:49]1)=[O:23])([CH3:16])([CH3:17])[CH3:18]. Procedure: 1.02 g of supported EDCI (5 mM), 44 mg of N-Boc-glycine and then 10 cm3 of dichloromethane are successively added, at a temperature close to 20° C., to 108.5 mg of 1-[3-({1-[bis-(4-chlorophenyl)methyl]azetidin-3-ylidene}methanesulfonylmethyl)phenyl]piperazine. After stirring for 20 hours at a temperature close to 20° C., the reaction mixture is filtered on sintered glass. The resin is rinsed with three times 5 cm3 of dichloromethane. The combined filtrates are washed with 20 cm3 of water, dried ...